This data is from the Open Reaction Database (ORD), a public repository of structured organic reaction records. The task is: describe an organic reaction: reactants, conditions, products, and yield Starting materials: ClC1=CC=C(C=C1)C=1C(NC=C2SC3=C(NC21)C=CC=C3)=O (4-(4-chlorophenyl)-5H-pyrido[3,4-b][1,4]benzothiazin-3(2H)-one), Cl (hydrochloric acid), alcohol. Solvent: CO (methanol), CO (methanol). Product: Cl.ClC1=CC=C(C=C1)C1=C(N=CC=2SC3=C(NC21)C=CC=C3)O (4-(4-chlorophenyl)-5H-pyrido[3,4-b][1,4]benzothiazin-3-ol hydrochloride). As a reaction SMILES: [Cl:1][C:2]1[CH:7]=[CH:6][C:5]([C:8]2[C:9](=[O:22])[NH:10][CH:11]=[C:12]3[C:17]=2[NH:16][C:15]2[CH:18]=[CH:19][CH:20]=[CH:21][C:14]=2[S:13]3)=[CH:4][CH:3]=1.Cl>CO>[ClH:1].[Cl:1][C:2]1[CH:3]=[CH:4][C:5]([C:8]2[C:17]3[NH:16][C:15]4[CH:18]=[CH:19][CH:20]=[CH:21][C:14]=4[S:13][C:12]=3[CH:11]=[N:10][C:9]=2[OH:22])=[CH:6][CH:7]=1 |f:3.4|. Procedure details: To a solution of 1 part 4-(4-chlorophenyl)-5H-pyrido[3,4-b][1,4]benzothiazin-3(2H)-one in 25 parts of concentrated hydrochloric acid is added 25 parts methanol. The solution is warmed to the mean boiling point of the alcohol. Another 50 parts of methanol is added and heating continued until nearly all the solid material is dissolved. The hot solution is filtered to remove undissolved solids and upon concentrating the solution volume of filtrate in a suction flask, yellow needles of 4-(4-chloroph...